This data is from the Open Reaction Database (ORD), a public repository of structured organic reaction records. The task is: describe an organic reaction: reactants, conditions, products, and yield The product is CC=1C=CC(=C(C(=O)N2C(OCCC2)C(=O)OCC)C1)N1N=CC=N1 ((±)-Ethyl 3-[5-methyl-2-(2H-1,2,3-triazol-2-yl)benzoyl]-1,3-oxazinane-2-carboxylate). Reaction SMILES: [C:1]([O:5][CH2:6][CH3:7])(=[O:4])[CH:2]=[O:3].[NH2:8][CH2:9][CH2:10][CH2:11]O.[CH3:13][C:14]1[CH:15]=[CH:16][C:17]([N:23]2[N:27]=[CH:26][CH:25]=[N:24]2)=[C:18]([CH:22]=1)[C:19]([OH:21])=O>C1(C)C=CC=CC=1>[CH3:13][C:14]1[CH:15]=[CH:16][C:17]([N:23]2[N:27]=[CH:26][CH:25]=[N:24]2)=[C:18]([CH:22]=1)[C:19]([N:8]1[CH2:9][CH2:10][CH2:11][O:3][CH:2]1[C:1]([O:5][CH2:6][CH3:7])=[O:4])=[O:21]. Run in C1(=CC=CC=C1)C (toluene). The reactants are C(C=O)(=O)OCC (ethyl glyoxylate), NCCCO (3-aminopropan-1-ol), CC=1C=CC(=C(C(=O)O)C1)N1N=CC=N1 (5-methyl-2-(2H-1,2,3-triazol-2-yl)benzoic acid). Procedure: By using ethyl glyoxylate (polymer type, a solution of 47% toluene) (4.3 mL, 20.4 mol), 3-aminopropan-1-ol (1.6 mL, 20.4 mmol) and 5-methyl-2-(2H-1,2,3-triazol-2-yl)benzoic acid (1.0 g, 4.9 mmol), the same procedure as in Reference Example 1 was carried out to obtain the title compound (1.3 g) (colorless solid). The reactants are Cl.FC(C1=CC=C(CNC(=O)CC2CCNCC2)C=C1)(F)F (4-((N-(4-(trifluoromethyl)benzyl)carbamoyl)methyl)-piperidine hydrochloride), C(=O)[C@H]1CN(C[C@@H]1C1=CC(=CC=C1)F)[C@@H](C(=O)OCC1=CC=C(C=C1)OC)C1CCCCC1 (2-(R)-(3-(R)-formyl-4-(S)-(3-fluorophenyl)-pyrrolidin-1-yl)-2-(cyclohexyl)acetic acid, 4-(methoxy)benzyl ester). The product is FC(C1=CC=C(CNC(=O)CC2CCN(CC2)C[C@H]2CN(C[C@@H]2C2=CC(=CC=C2)F)[C@@H](C(=O)O)C2CCCCC2)C=C1)(F)F (2-(R)-(3-(S)-(4-((N-(4-(trifluoromethyl)benzyl)carbamoyl)methyl)piperidin-1-yl)methyl-4-(S)-(3-fluorophenyl)-pyrrolidin-1-yl)-2-(cyclohexyl)acetic acid). The yield is 37.8%. RXN SMILES: Cl.[F:2][C:3]([F:22])([F:21])[C:4]1[CH:20]=[CH:19][C:7]([CH2:8][NH:9][C:10]([CH2:12][CH:13]2[CH2:18][CH2:17][NH:16][CH2:15][CH2:14]2)=[O:11])=[CH:6][CH:5]=1.[CH:23]([C@@H:25]1[C@@H:29]([C:30]2[CH:35]=[CH:34][CH:33]=[C:32]([F:36])[CH:31]=2)[CH2:28][N:27]([C@H:37]([CH:50]2[CH2:55][CH2:54][CH2:53][CH2:52][CH2:51]2)[C:38]([O:40]CC2C=CC(OC)=CC=2)=[O:39])[CH2:26]1)=O>>[F:22][C:3]([F:2])([F:21])[C:4]1[CH:5]=[CH:6][C:7]([CH2:8][NH:9][C:10]([CH2:12][CH:13]2[CH2:18][CH2:17][N:16]([CH2:23][C@@H:25]3[C@@H:29]([C:30]4[CH:35]=[CH:34][CH:33]=[C:32]([F:36])[CH:31]=4)[CH2:28][N:27]([C@H:37]([CH:50]4[CH2:55][CH2:54][CH2:53][CH2:52][CH2:51]4)[C:38]([OH:40])=[O:39])[CH2:26]3)[CH2:15][CH2:14]2)=[O:11])=[CH:19][CH:20]=1 |f:0.1|. Procedure: The title compound was prepared from 4-((N-(4-(trifluoromethyl)benzyl)carbamoyl)methyl)-piperidine hydrochloride (34 mg, 0.1 mmol, from Step A) and 2-(R)-(3-(R)-formyl-4-(S)-(3-fluorophenyl)-pyrrolidin-1-yl)-2-(cyclohexyl)acetic acid, 4-(methoxy)benzyl ester (25 mg, 0.06 mmol, Aldehyde 6) according to the method described in Example 1, Step C to give 14 mg (38%) of the title compound. ESI-MS: 618.4 (M+H); HPLC A: 2.30 min.